Dataset: the Open Reaction Database (ORD), a public repository of structured organic reaction records. Task: describe an organic reaction: reactants, conditions, products, and yield The reactants are ClC=1C=C(C(=O)O)C=CC1N1CCCCC1 (3-chloro-4-piperidinobenzoic acid), NC(=N)N (guanidine). Product: Cl.ClC=1C=C(C(=O)NC(=N)N)C=CC1N1CCCCC1 (3-Chloro-4-piperidinobenzoylguanidine hydrochloride). Reaction SMILES: [Cl:1][C:2]1[CH:3]=[C:4]([CH:8]=[CH:9][C:10]=1[N:11]1[CH2:16][CH2:15][CH2:14][CH2:13][CH2:12]1)[C:5](O)=[O:6].[NH2:17][C:18]([NH2:20])=[NH:19]>>[ClH:1].[Cl:1][C:2]1[CH:3]=[C:4]([CH:8]=[CH:9][C:10]=1[N:11]1[CH2:16][CH2:15][CH2:14][CH2:13][CH2:12]1)[C:5]([NH:19][C:18]([NH2:20])=[NH:17])=[O:6] |f:2.3|. Procedure: From 3-chloro-4-piperidinobenzoic acid and guanidine (procedure B), colorless crystals, m.p. 155° C.,